From a dataset of the Open Reaction Database (ORD), a public repository of structured organic reaction records. describe an organic reaction: reactants, conditions, products, and yield Yields the product NC=1C(=NC=C(C(=O)OC)C1)N (methyl 5,6-diaminonicotinate). Procedure details: Methyl 6-amino-5-nitronicotinate (9.0 g, 46 mmol) and a small amount of Pd/C cat. were added to methanol (200 ml) and the mixture was hydrogenated at room temperature and atmospheric pressure until the uptake of hydrogen ceased. Following filtration through celite, the methanol was evaporated under reduced pressure to give the title compound, 7.0 g (92%). Starting materials: NC1=NC=C(C(=O)OC)C=C1[N+](=O)[O-] (Methyl 6-amino-5-nitronicotinate), [H][H] (hydrogen). RXN SMILES: [NH2:1][C:2]1[C:11]([N+:12]([O-])=O)=[CH:10][C:5]([C:6]([O:8][CH3:9])=[O:7])=[CH:4][N:3]=1.[H][H]>[Pd].CO>[NH2:12][C:11]1[C:2]([NH2:1])=[N:3][CH:4]=[C:5]([CH:10]=1)[C:6]([O:8][CH3:9])=[O:7]. The reagents and catalysts are [Pd] (Pd/C). Run in CO (methanol). The reactants are ClC1=NC=CC(=N1)N1C([C@](CC1)(C#N)CC)=O ((3R)-1-(2-chloropyrimidin-4-yl)-3-ethyl-2-oxopyrrolidine-3-carbonitrile), NC=1C=CC(=NC1)C(=O)N (5-aminopyridine-2-carboxamide), C([O-])([O-])=O.[Cs+].[Cs+] (cesium carbonate), C1(=CC=CC=C1)P(C1=C(C2=CC=CC=C2C=C1)C1=C(C=CC2=CC=CC=C12)P(C1=CC=CC=C1)C1=CC=CC=C1)C1=CC=CC=C1 (2,2′-bis(diphenylphosphino)-1,1′-binaphthyl). The reagents and catalysts are C=1C=CC(=CC1)/C=C/C(=O)/C=C/C2=CC=CC=C2.C=1C=CC(=CC1)/C=C/C(=O)/C=C/C2=CC=CC=C2.C=1C=CC(=CC1)/C=C/C(=O)/C=C/C2=CC=CC=C2.[Pd].[Pd] (tris(dibenzylideneacetone)dipalladium(0)). The solvent is O1CCCC1 (tetrahydrofuran). Reaction conditions: temperature 80 celsius, time 8 hour. The product is C(#N)[C@@]1(C(N(CC1)C1=NC(=NC=C1)NC=1C=CC(=NC1)C(=O)N)=O)CC (5-((4-((3R)-3-cyano-3-ethyl-2-oxopyrrolidin-1-yl)pyrimidin-2-yl)amino)pyridine-2-carboxamide). Isolated yield 8.9%. RXN SMILES: Cl[C:2]1[N:7]=[C:6]([N:8]2[CH2:12][CH2:11][C@:10]([CH2:15][CH3:16])([C:13]#[N:14])[C:9]2=[O:17])[CH:5]=[CH:4][N:3]=1.[NH2:18][C:19]1[CH:20]=[CH:21][C:22]([C:25]([NH2:27])=[O:26])=[N:23][CH:24]=1.C(=O)([O-])[O-].[Cs+].[Cs+].C1(P(C2C=CC=CC=2)C2C=CC3C(=CC=CC=3)C=2C2C3C(=CC=CC=3)C=CC=2P(C2C=CC=CC=2)C2C=CC=CC=2)C=CC=CC=1>O1CCCC1.C1C=CC(/C=C/C(/C=C/C2C=CC=CC=2)=O)=CC=1.C1C=CC(/C=C/C(/C=C/C2C=CC=CC=2)=O)=CC=1.C1C=CC(/C=C/C(/C=C/C2C=CC=CC=2)=O)=CC=1.[Pd].[Pd]>[C:13]([C@@:10]1([CH2:15][CH3:16])[CH2:11][CH2:12][N:8]([C:6]2[CH:5]=[CH:4][N:3]=[C:2]([NH:18][C:19]3[CH:20]=[CH:21][C:22]([C:25]([NH2:27])=[O:26])=[N:23][CH:24]=3)[N:7]=2)[C:9]1=[O:17])#[N:14] |f:2.3.4,7.8.9.10.11|. Procedure details: To a solution of (3R)-1-(2-chloropyrimidin-4-yl)-3-ethyl-2-oxopyrrolidine-3-carbonitrile (200 mg) obtained in Step A of Example 8, 5-aminopyridine-2-carboxamide (130 mg) obtained in Step A of Example 350, cesium carbonate (520 mg) and 2,2′-bis(diphenylphosphino)-1,1′-binaphthyl (75 mg) in tetrahydrofuran (5.0 mL) was added tris(dibenzylideneacetone)dipalladium(0) (73 mg), and the mixture was stirred overnight at 80° C. under argon atmosphere. The insoluble substance was removed by filtration thr... The reactants are solid, BrC1=CC(=CC=2C=C3N(C12)CCCNC3=O)C#N (7-bromo-1-oxo-2,3,4,5-tetrahydro-[1,4]diazepino[1,2-a]indole-9-carbonitrile), BrC1=CC(=CC=2C=C3N(C12)CCCNC3=O)C#N (7-bromo-1-oxo-2,3,4,5-tetrahydro-[1,4]diazepino[1,2-a]indole-9-carbonitrile), FC1=C(C=CC(=C1)F)B(O)O (2,4-difluoro-phenylboronic acid). Product: FC1=C(C=CC(=C1)F)C1=CC(=CC=2C=C3N(C12)CCCNC3=O)C#N (7-(2,4-Difluorophenyl)-1-oxo-2,3,4,5-tetrahydro-[1,4]diazepino[1,2-a]indole-9-carbonitrile). Reaction SMILES: Br[C:2]1[C:10]2[N:9]3[CH2:11][CH2:12][CH2:13][NH:14][C:15](=[O:16])[C:8]3=[CH:7][C:6]=2[CH:5]=[C:4]([C:17]#[N:18])[CH:3]=1.[F:19][C:20]1[CH:25]=[C:24]([F:26])[CH:23]=[CH:22][C:21]=1B(O)O>>[F:19][C:20]1[CH:25]=[C:24]([F:26])[CH:23]=[CH:22][C:21]=1[C:2]1[C:10]2[N:9]3[CH2:11][CH2:12][CH2:13][NH:14][C:15](=[O:16])[C:8]3=[CH:7][C:6]=2[CH:5]=[C:4]([C:17]#[N:18])[CH:3]=1. Procedure: The title compound, white solid (53 mg, 53%), MS (ISP) m/z=338.4 [(M+H)+], mp 216.5° C., was prepared in accordance with the general method of example 1 from 7-bromo-1-oxo-2,3,4,5-tetrahydro-[1,4]diazepino[1,2-a]indole-9-carbonitrile (intermediate 20) (90 mg, 0.296 mmol) and commercially available 2,4-difluoro-phenylboronic acid (60.7 mg, 0.385 mmol). The reactants are S(=O)(=O)(OC)OC (dimethyl sulfate), C([O-])([O-])=O.[K+].[K+] (Potassium carbonate), O (water), FC1=C(C=CC=C1)N1N=C(C=C1O)C(=O)OC (methyl 1-(2-fluoro-phenyl)-5-hydroxy-1H-pyrazole-3-carboxylate), O (Water). Solvent: C(C(C)C)C(=O)C (methyl isobutyl ketone). Reaction conditions: time 2.5 hour. Yields the product FC1=C(C=CC=C1)N1N=C(C=C1OC)C(=O)OC (Methyl 1-(2-fluoro-phenyl)-5-methoxy-1H-pyrazole-3-carboxylate). The yield is 81.7%. As a reaction SMILES: [C:1](=O)([O-])[O-].[K+].[K+].O.[F:8][C:9]1[CH:14]=[CH:13][CH:12]=[CH:11][C:10]=1[N:15]1[C:19]([OH:20])=[CH:18][C:17]([C:21]([O:23][CH3:24])=[O:22])=[N:16]1.S(OC)(OC)(=O)=O>C(C(C)=O)C(C)C>[F:8][C:9]1[CH:14]=[CH:13][CH:12]=[CH:11][C:10]=1[N:15]1[C:19]([O:20][CH3:1])=[CH:18][C:17]([C:21]([O:23][CH3:24])=[O:22])=[N:16]1 |f:0.1.2|. Reported procedure: Potassium carbonate (27.8 g, 201 mmol) and water (3.62 g, 201 mmol) were added to a suspension of methyl 1-(2-fluoro-phenyl)-5-hydroxy-1H-pyrazole-3-carboxylate (31.6 g, 134 mmol) in methyl isobutyl ketone (323 ml) at room temperature. Then dimethyl sulfate (16.9 g, 134 mmol) was added slowly and the mixture was stirred for 2.5 h. Water was added and the phases were separated. The organic phase was evaporated to give 27.4 g of the title compound as a white solid. RXN SMILES: [BH4-:1].[CH3:3][NH2:4].[F:5][c:6]1[cH:7][c:8]([CH2:9][NH:10][C:11](=[O:12])[NH:13][c:14]2[s:15][c:16]([CH:21]([CH3:22])[CH3:23])[c:17]([CH:19]=[O:20])[n:18]2)[cH:24][cH:25][cH:26]1.[Na+:2]>>[CH3:3][NH:4][CH2:19][c:17]1[c:16]([CH:21]([CH3:22])[CH3:23])[s:15][c:14]([NH:13][C:11]([NH:10][CH2:9][c:8]2[cH:7][c:6]([F:5])[cH:26][cH:25][cH:24]2)=[O:12])[n:18]1. The reactants are [BH4-], CN, CC(C)c1sc(NC(=O)NCc2cccc(F)c2)nc1C=O, [Na+]. Yields the product CNCc1nc(NC(=O)NCc2cccc(F)c2)sc1C(C)C. The reactants are OC1=CC2=C(OCC3=C(C2=O)C=CC=C3)C=C1 (2-hydroxy-6,11-dihydrodibenz[b,e]oxepin-11-one), N1C=NC=C1 (imidazole), C(C)(C)(C)[Si](Cl)(C)C (t-butyldimethylchlorosilane), C1(=CC=CC=C1)C (toluene). The solvent is CN(C=O)C (dimethylformamide). Conditions: time 1 hour. The product is C[Si](OC1=CC2=C(OCC3=C(C2=O)C=CC=C3)C=C1)(C(C)(C)C)C (2-(dimethyl-t-butylsilyloxy)-6,11-dihydrodibenz[b,e]oxepin-11-one). Isolated yield 86.4%. RXN SMILES: [OH:1][C:2]1[CH:17]=[CH:16][C:5]2[O:6][CH2:7][C:8]3[CH:15]=[CH:14][CH:13]=[CH:12][C:9]=3[C:10](=[O:11])[C:4]=2[CH:3]=1.N1C=CN=C1.[C:23]([Si:27]([CH3:30])([CH3:29])Cl)([CH3:26])([CH3:25])[CH3:24].C1(C)C=CC=CC=1>CN(C)C=O>[CH3:29][Si:27]([CH3:30])([C:23]([CH3:26])([CH3:25])[CH3:24])[O:1][C:2]1[CH:17]=[CH:16][C:5]2[O:6][CH2:7][C:8]3[CH:15]=[CH:14][CH:13]=[CH:12][C:9]=3[C:10](=[O:11])[C:4]=2[CH:3]=1. Procedure: To a solution of 10 g of 2-hydroxy-6,11-dihydrodibenz[b,e]oxepin-11-one in 50 ml of dimethylformamide are added 6.5 g of imidazole and 7 g of t-butyldimethylchlorosilane and the mixture is stirred for 1 hour. After adding 300 ml of toluene, successively washing with water and a saturated saline solution and drying over magnesium sulfate, the solvent is distilled off under reduced pressure to give 13 g of 2-(dimethyl-t-butylsilyloxy)-6,11-dihydrodibenz[b,e]oxepin-11-one (oil). Mass spectrum m/z: ... Reported procedure: To a suspension of 3-{[7-(trifluoromethyl)-1-vinylimidazo[1,2-a]quinoxalin-4-yl]amino}propan-1-ol (33 mg, 0.099 mmol) in acetone-water (9:1, 1 mL), was added osmium tetroxide (2.5% wt. in t-BuOH, 53 mg, 0.05 mmol) and 4-methylmorpholine 4-oxide (25 mg, 0.20 mmol). The reaction mixture was stirred for 4 days at 30° C. under argon, and then a suspension of sodium periodate (85 mg, 0.40 mmol) in water (500 μL) was added. The mixture was stirred for one day at 30° C. under argon. Then it was filtere... Run at temperature 30 celsius, time 4 day. Yields the product OCCCNC=1C=2N(C3=CC=C(C=C3N1)C(F)(F)F)C(=CN2)C=O (4-[(3-hydroxypropyl)amino]-7-(trifluoromethyl)imidazo[1,2-a]quinoxaline-1-carbaldehyde). RXN SMILES: [F:1][C:2]([F:24])([F:23])[C:3]1[CH:4]=[C:5]2[C:10](=[CH:11][CH:12]=1)[N:9]1[C:13]([CH:16]=C)=[CH:14][N:15]=[C:8]1[C:7]([NH:18][CH2:19][CH2:20][CH2:21][OH:22])=[N:6]2.C[N+]1([O-])CC[O:29]CC1.I([O-])(=O)(=O)=O.[Na+]>CC(C)=O.O.O.[Os](=O)(=O)(=O)=O>[OH:22][CH2:21][CH2:20][CH2:19][NH:18][C:7]1[C:8]2[N:9]([C:13]([CH:16]=[O:29])=[CH:14][N:15]=2)[C:10]2[C:5]([N:6]=1)=[CH:4][C:3]([C:2]([F:23])([F:1])[F:24])=[CH:12][CH:11]=2 |f:2.3,4.5|. Reactants: I(=O)(=O)(=O)[O-].[Na+] (sodium periodate), FC(C=1C=C2N=C(C=3N(C2=CC1)C(=CN3)C=C)NCCCO)(F)F (3-{[7-(trifluoromethyl)-1-vinylimidazo[1,2-a]quinoxalin-4-yl]amino}propan-1-ol), C[N+]1(CCOCC1)[O-] (4-methylmorpholine 4-oxide). The reagents and catalysts are [Os](=O)(=O)(=O)=O (osmium tetroxide). Solvent: O (water), CC(=O)C.O (acetone water). The reactants are CCOc1cc(C(C)(C)C)ncc1C1=NC(C)(c2ccc(Cl)cc2)C(C)(c2ccc(Cl)cc2)N1C(=O)NC1CCN(C(=O)OC(C)(C)C)CC1, ClCCl, O=C(O)C(F)(F)F. Product: CCOc1cc(C(C)(C)C)ncc1C1=NC(C)(c2ccc(Cl)cc2)C(C)(c2ccc(Cl)cc2)N1C(=O)NC1CCNCC1. As a reaction SMILES: [C:1]([O:2][C:3](=[O:4])[N:8]1[CH2:9][CH2:10][CH:11]([NH:14][C:15](=[O:16])[N:17]2[C:18]([c:38]3[cH:39][n:40][c:41]([C:47]([CH3:48])([CH3:49])[CH3:50])[cH:42][c:43]3[O:44][CH2:45][CH3:46])=[N:19][C:20]([CH3:30])([c:31]3[cH:32][cH:33][c:34]([Cl:37])[cH:35][cH:36]3)[C:21]2([CH3:22])[c:23]2[cH:24][cH:25][c:26]([Cl:29])[cH:27][cH:28]2)[CH2:12][CH2:13]1)([CH3:5])([CH3:6])[CH3:7].[Cl:58][CH2:59][Cl:60].[OH:51][C:52]([C:53]([F:54])([F:55])[F:56])=[O:57]>>[NH:8]1[CH2:9][CH2:10][CH:11]([NH:14][C:15](=[O:16])[N:17]2[C:18]([c:38]3[cH:39][n:40][c:41]([C:47]([CH3:48])([CH3:49])[CH3:50])[cH:42][c:43]3[O:44][CH2:45][CH3:46])=[N:19][C:20]([CH3:30])([c:31]3[cH:32][cH:33][c:34]([Cl:37])[cH:35][cH:36]3)[C:21]2([CH3:22])[c:23]2[cH:24][cH:25][c:26]([Cl:29])[cH:27][cH:28]2)[CH2:12][CH2:13]1. Reactants: Nc1c(CC(=O)O)cccc1C(=O)c1ccc(Br)cc1, N. Product: NC(=O)Cc1cccc(C(=O)c2ccc(Br)cc2)c1N. RXN SMILES: [NH2:2][c:3]1[c:4]([CH2:18][C:19](=[O:20])[OH:21])[cH:5][cH:6][cH:7][c:8]1[C:9]([c:10]1[cH:11][cH:12][c:13]([Br:16])[cH:14][cH:15]1)=[O:17].[NH3:1]>>[NH2:1][C:19]([CH2:18][c:4]1[c:3]([NH2:2])[c:8]([C:9]([c:10]2[cH:11][cH:12][c:13]([Br:16])[cH:14][cH:15]2)=[O:17])[cH:7][cH:6][cH:5]1)=[O:21]. Starting materials: COC=1C=C(C=CC1OC)C1=NNC([C@H]2CCCC[C@@H]12)=O ((cis)-4-(3,4-Dimethoxyphenyl)-4a,5,6,7,8,8a-hexahydro-2H-phthalazin-1-one), Cl.N1=C(C=CC=C1)CCl (2-picolylchloride hydrochloride), compound 105. Product: COC=1C=C(C=CC1OC)C1=NN(C([C@H]2CCCC[C@@H]12)=O)CC1=NC=CC=C1 ((cis)-4-(3,4-Dimethoxyphenyl)-2-(2-pyridylmethyl)-4a,5,6,7,8,8a-hexahydro-2H-phthalazin-1-one). RXN SMILES: [CH3:1][O:2][C:3]1[CH:4]=[C:5]([C:11]2[C@H:20]3[C@H:15]([CH2:16][CH2:17][CH2:18][CH2:19]3)[C:14](=[O:21])[NH:13][N:12]=2)[CH:6]=[CH:7][C:8]=1[O:9][CH3:10].Cl.[N:23]1[CH:28]=[CH:27][CH:26]=[CH:25][C:24]=1[CH2:29]Cl>>[CH3:1][O:2][C:3]1[CH:4]=[C:5]([C:11]2[C@H:20]3[C@H:15]([CH2:16][CH2:17][CH2:18][CH2:19]3)[C:14](=[O:21])[N:13]([CH2:29][C:24]3[CH:25]=[CH:26][CH:27]=[CH:28][N:23]=3)[N:12]=2)[CH:6]=[CH:7][C:8]=1[O:9][CH3:10] |f:1.2|. Procedure: Prepared from compound 1 and 2-picolylchloride hydrochloride as described for compound 105. Crystallized from diethyl ether. M.p. 181°-182° C.